describe an organic reaction: reactants, conditions, products, and yield From a dataset of the Open Reaction Database (ORD), a public repository of structured organic reaction records. The reactants are CC(=O)OC1(C(=O)CO)CCC2C3CC(C)C4=CC(=O)C=CC4(C)C3C(O)CC21C, CC(=O)OC(C)=O, [Cl-], [Na+], O, c1ccncc1. Yields the product CC(=O)OCC(=O)C1(OC(C)=O)CCC2C3CC(C)C4=CC(=O)C=CC4(C)C3C(O)CC21C. As a reaction SMILES: [C:1]([CH3:2])(=[O:3])[O:4][C:5]1([C:6]([CH2:7][OH:8])=[O:9])[CH2:10][CH2:11][CH:12]2[CH:13]3[CH2:14][CH:15]([CH3:30])[C:16]4=[CH:17][C:18](=[O:29])[CH:19]=[CH:20][C:21]4([CH3:22])[CH:23]3[CH:24]([OH:28])[CH2:25][C:26]12[CH3:27].[CH3:31][C:32](=[O:33])[O:34][C:35](=[O:36])[CH3:37].[Cl-:38].[Na+:39].[OH2:40].[cH:41]1[cH:42][cH:43][n:44][cH:45][cH:46]1>>[C:1]([CH3:2])(=[O:3])[O:4][C:5]1([C:6]([CH2:7][O:8][C:32]([CH3:31])=[O:33])=[O:9])[CH2:10][CH2:11][CH:12]2[CH:13]3[CH2:14][CH:15]([CH3:30])[C:16]4=[CH:17][C:18](=[O:29])[CH:19]=[CH:20][C:21]4([CH3:22])[CH:23]3[CH:24]([OH:28])[CH2:25][C:26]12[CH3:27].